Dataset: the Open Reaction Database (ORD), a public repository of structured organic reaction records. Task: describe an organic reaction: reactants, conditions, products, and yield Starting materials: ClCCCC(=O)C1=CC=C(C=C1)C (4-chloro-1-(4-methylphenyl)-1-butanone), N1CCC(CC1)C=1C=C(C=CC1)NC(=O)C1CC1 (N-[3-(4-piperidinyl)phenyl]cyclopropanecarboxamide). The product is CC1=CC=C(C=C1)C(CCCN1CCC(CC1)C=1C=C(C=CC1)NC(=O)C1CC1)=O (N-(3-{1-[4-(4-METHYLPHENYL)-4-OXOBUTYL]-4-PIPERIDINYL}PHENYL)CYCLOPROPANECARBOXAMIDE). As a reaction SMILES: Cl[CH2:2][CH2:3][CH2:4][C:5]([C:7]1[CH:12]=[CH:11][C:10]([CH3:13])=[CH:9][CH:8]=1)=[O:6].[NH:14]1[CH2:19][CH2:18][CH:17]([C:20]2[CH:21]=[C:22]([NH:26][C:27]([CH:29]3[CH2:31][CH2:30]3)=[O:28])[CH:23]=[CH:24][CH:25]=2)[CH2:16][CH2:15]1>>[CH3:13][C:10]1[CH:11]=[CH:12][C:7]([C:5](=[O:6])[CH2:4][CH2:3][CH2:2][N:14]2[CH2:19][CH2:18][CH:17]([C:20]3[CH:21]=[C:22]([NH:26][C:27]([CH:29]4[CH2:30][CH2:31]4)=[O:28])[CH:23]=[CH:24][CH:25]=3)[CH2:16][CH2:15]2)=[CH:8][CH:9]=1. Reported procedure: Prepared by Procedure K and Scheme B1 using 4-chloro-1-(4-methylphenyl)-1-butanone and N-[3-(4-piperidinyl)phenyl]cyclopropanecarboxamide: ESMS m/e: 405.2 (M+H)+. Reactants: [OH-].[K+] (potassium hydroxide), C(Cl)(Cl)Cl (chloroform), C(C1=CC=CC=C1)OC1=C2C(=CN(C2=CC=C1OC)C(=O)OC)C (4-benzyloxy-5-methoxy-1-methoxycarbonyl-3-methylindole). Solvent: O (water), O (water), CO (methanol). The product is C(C1=CC=CC=C1)OC1=C2C(=CNC2=CC=C1OC)C (4-benzyloxy-5-methoxy-3-methylindole). The yield is 98.7%. RXN SMILES: [CH2:1]([O:8][C:9]1[C:17]([O:18][CH3:19])=[CH:16][CH:15]=[C:14]2[C:10]=1[C:11]([CH3:24])=[CH:12][N:13]2C(OC)=O)[C:2]1[CH:7]=[CH:6][CH:5]=[CH:4][CH:3]=1.[OH-].[K+].C(Cl)(Cl)Cl>CO.O>[CH2:1]([O:8][C:9]1[C:17]([O:18][CH3:19])=[CH:16][CH:15]=[C:14]2[C:10]=1[C:11]([CH3:24])=[CH:12][NH:13]2)[C:2]1[CH:3]=[CH:4][CH:5]=[CH:6][CH:7]=1 |f:1.2|. Procedure details: The 4-benzyloxy-5-methoxy-1-methoxycarbonyl-3-methylindole (5.3 g) was dissolved in methanol (60 ml). A solution of potassium hydroxide (40.0 g) in water (60 ml) was added to the solution, and the mixture was heated under reflux for 2 hours. The reaction mixture was poured into water, and chloroform extraction was conducted. The extract was washed with saturated saline and dried over sodium sulfate, and the solvent was distilled off under reduced pressure. The residue was purified by silica gel ... The reactants are Cc1cccc2oc(S)nc12, ClCCl, O=P(Cl)(Cl)Cl. Yields the product Cc1cccc2oc(Cl)nc12. RXN SMILES: [CH3:1][c:2]1[cH:3][cH:4][cH:5][c:6]2[c:7]1[n:8][c:9]([SH:11])[o:10]2.[Cl:17][CH2:18][Cl:19].[P:12]([Cl:13])([Cl:14])([Cl:15])=[O:16]>>[CH3:1][c:2]1[cH:3][cH:4][cH:5][c:6]2[c:7]1[n:8][c:9]([Cl:14])[o:10]2.